Dataset: the Open Reaction Database (ORD), a public repository of structured organic reaction records. Task: describe an organic reaction: reactants, conditions, products, and yield The reactants are CC(C)(C)OC(=O)N1CCC2CN(c3cnc(Br)c(COS(C)(=O)=O)c3)CC21, [C-]#N, [K+]. Yields the product CC(C)(C)OC(=O)N1CCC2CN(c3cnc(Br)c(CC#N)c3)CC21. RXN SMILES: [Br:1][c:2]1[c:3]([CH2:23][O:24][S:25]([CH3:26])(=[O:27])=[O:28])[cH:4][c:5]([N:8]2[CH2:9][CH:10]3[N:11]([C:16](=[O:17])[O:18][C:19]([CH3:20])([CH3:21])[CH3:22])[CH2:12][CH2:13][CH:14]3[CH2:15]2)[cH:6][n:7]1.[C-:29]#[N:30].[K+:31]>>[Br:1][c:2]1[c:3]([CH2:23][C:29]#[N:30])[cH:4][c:5]([N:8]2[CH2:9][CH:10]3[N:11]([C:16](=[O:17])[O:18][C:19]([CH3:20])([CH3:21])[CH3:22])[CH2:12][CH2:13][CH:14]3[CH2:15]2)[cH:6][n:7]1. Starting materials: NC=1C(=C(C(=O)OC)C=CC1)NCCCCO (methyl 3-amino-2-[(4-hydroxybutyl)amino]benzoate), ClN1C(CCC1=O)=O (N-chlorosuccinimide). Reaction SMILES: [NH2:1][C:2]1[C:3]([NH:12][CH2:13][CH2:14][CH2:15][CH2:16][OH:17])=[C:4]([CH:9]=[CH:10][CH:11]=1)[C:5]([O:7][CH3:8])=[O:6].[Cl:18]N1C(=O)CCC1=O>ClCCl>[NH2:1][C:2]1[C:3]([NH:12][CH2:13][CH2:14][CH2:15][CH2:16][OH:17])=[C:4]([CH:9]=[CH:10][C:11]=1[Cl:18])[C:5]([O:7][CH3:8])=[O:6]. Run in ClCCl (dichloromethane). Procedure: To a stirred solution of methyl 3-amino-2-[(4-hydroxybutyl)amino]benzoate (29.8 g, 125 mmol) in dichloromethane (500 mL) was added N-chlorosuccinimide (33.3 g, 250 mmol) at room temperature. After 4 h, the reaction mixture was quenched with aqueous sodium hydrogen carbonate and purified by flash column chromatography on silica gel eluting with a 30% ethyl acetate/n-hexane mixture to give the title compound as a pale red solid (5.81 g, 21.3 mmol, 17%). The product is NC=1C(=C(C(=O)OC)C=CC1Cl)NCCCCO (Methyl 3-amino-4-chloro-2-[(4-hydroxybutyl)amino]benzoate). Reaction conditions: time 4 hour. Yield: 17.0%. Starting materials: BrC=1C=C(C=CC1)C(CCNC(OC(C)(C)C)=O)O (tert-butyl 3-(3-bromophenyl)-3-hydroxypropylcarbamate), C(#C)C1=CC=CC=C1 (ethynylbenzene). Product: OC(CCNC(OC(C)(C)C)=O)C1=CC(=CC=C1)C#CC1=CC=CC=C1 (tert-butyl 3-hydroxy-3-(3-(phenylethynyl)phenyl)propylcarbamate). Reaction SMILES: Br[C:2]1[CH:3]=[C:4]([CH:8]([OH:19])[CH2:9][CH2:10][NH:11][C:12](=[O:18])[O:13][C:14]([CH3:17])([CH3:16])[CH3:15])[CH:5]=[CH:6][CH:7]=1.[C:20]([C:22]1[CH:27]=[CH:26][CH:25]=[CH:24][CH:23]=1)#[CH:21]>>[OH:19][CH:8]([C:4]1[CH:5]=[CH:6][CH:7]=[C:2]([C:21]#[C:20][C:22]2[CH:27]=[CH:26][CH:25]=[CH:24][CH:23]=2)[CH:3]=1)[CH2:9][CH2:10][NH:11][C:12](=[O:18])[O:13][C:14]([CH3:17])([CH3:16])[CH3:15]. Procedure: Sonogashira reaction of 39 with ethynylbenzene gave tert-butyl 3-hydroxy-3-(3-(phenylethynyl)phenyl)propylcarbamate as brown oil. Yield (0.911 g, 85%): 1H NMR (400 MHz, CDCl3) δ 7.51-7.55 (m, 3H), 7.42-7.44 (m, 1H), 7.30-7.37 (m, 5H), 4.87 (bs, 1H), 4.74-4.76 (m, 1H), 3.46-3.51 (m, 1H), 3.41 (bs, 1H), 3.13-3.19 (m, 1H), 1.79-1.88 (m, 2H), 1.44 (s, 9H). The reactants are C(CCCCCO)O (1,6-hexandiol), C(C)(C)Br (isopropylbromide). The product is C(C)(C)OCCCCCCO (6-Isopropoxyhexanol). As a reaction SMILES: [CH2:1]([OH:8])[CH2:2][CH2:3][CH2:4][CH2:5][CH2:6][OH:7].[CH:9](Br)([CH3:11])[CH3:10]>>[CH:9]([O:7][CH2:6][CH2:5][CH2:4][CH2:3][CH2:2][CH2:1][OH:8])([CH3:11])[CH3:10]. Procedure: The above compound is produced in analogous manner to that described in Example 32, but using 1,6-hexandiol in the place of 1,4-butanol and isopropylbromide in the place of isopentylbromide. B.P.: 73°-75° /0.22 mm Hg.